Dataset: the Open Reaction Database (ORD), a public repository of structured organic reaction records. Task: describe an organic reaction: reactants, conditions, products, and yield Starting materials: ClC(c1ccccc1)(c1ccccc1)c1ccccc1, CN(C)c1ccncc1, O=c1ccn(CCCCO)c(=O)[nH]1, c1ccncc1. The product is O=c1ccn(CCCCOC(c2ccccc2)(c2ccccc2)c2ccccc2)c(=O)[nH]1. RXN SMILES: [C:14]([c:15]1[cH:16][cH:17][cH:18][cH:19][cH:20]1)([c:21]1[cH:22][cH:23][cH:24][cH:25][cH:26]1)([c:27]1[cH:28][cH:29][cH:30][cH:31][cH:32]1)[Cl:33].[CH3:34][N:35]([c:36]1[cH:37][cH:38][n:39][cH:40][cH:41]1)[CH3:42].[OH:1][CH2:2][CH2:3][CH2:4][CH2:5][n:6]1[c:7](=[O:8])[nH:9][c:10](=[O:11])[cH:12][cH:13]1.[cH:43]1[cH:44][cH:45][n:46][cH:47][cH:48]1>>[O:1]([CH2:2][CH2:3][CH2:4][CH2:5][n:6]1[c:7](=[O:8])[nH:9][c:10](=[O:11])[cH:12][cH:13]1)[C:14]([c:15]1[cH:16][cH:17][cH:18][cH:19][cH:20]1)([c:21]1[cH:22][cH:23][cH:24][cH:25][cH:26]1)[c:27]1[cH:28][cH:29][cH:30][cH:31][cH:32]1. Reactants: C=Cc1cncc2cccc(OC3CCC(NC(=O)OC(C)(C)C)CC3)c12, CO, O=[Pt]. The product is CCc1cncc2cccc(OC3CCC(NC(=O)OC(C)(C)C)CC3)c12. RXN SMILES: [C:1]([CH3:2])([CH3:3])([CH3:4])[O:5][C:6](=[O:7])[NH:8][CH:9]1[CH2:10][CH2:11][CH:12]([O:15][c:16]2[c:17]3[c:18]([CH:26]=[CH2:27])[cH:19][n:20][cH:21][c:22]3[cH:23][cH:24][cH:25]2)[CH2:13][CH2:14]1.[CH3:28][OH:29].[Pt:30]=[O:31]>>[C:1]([CH3:2])([CH3:3])([CH3:4])[O:5][C:6](=[O:7])[NH:8][CH:9]1[CH2:10][CH2:11][CH:12]([O:15][c:16]2[c:17]3[c:18]([CH2:26][CH3:27])[cH:19][n:20][cH:21][c:22]3[cH:23][cH:24][cH:25]2)[CH2:13][CH2:14]1. Starting materials: C(C)OC(C(CCC1=CC=CC=C1)ONC(=O)OC(C)(C)C)=O (N-Boc-2-Aminooxy-4-phenyl-butyric acid ethyl ester). Solvent: CO (MeOH), [OH-].[Na+] (NaOH). Yields the product C(=O)(OC(C)(C)C)NOC(C(=O)O)CCC1=CC=CC=C1 (N-Boc-2-Aminooxy-4-phenyl-butyric acid). Isolated yield 101.6%. Reaction SMILES: C([O:3][C:4](=[O:23])[CH:5]([O:14][NH:15][C:16]([O:18][C:19]([CH3:22])([CH3:21])[CH3:20])=[O:17])[CH2:6][CH2:7][C:8]1[CH:13]=[CH:12][CH:11]=[CH:10][CH:9]=1)C>CO.[OH-].[Na+]>[C:16]([NH:15][O:14][CH:5]([CH2:6][CH2:7][C:8]1[CH:13]=[CH:12][CH:11]=[CH:10][CH:9]=1)[C:4]([OH:23])=[O:3])([O:18][C:19]([CH3:21])([CH3:22])[CH3:20])=[O:17] |f:2.3|. Reported procedure: A solution of the compound from Step 9b (950 mg, 3 mmol) in MeOH (20 mL) and 2 N NaOH (4 mL) were stirred at room temperature for 3 hours. The mixture was concentrated under reduced pressure, acidified to pH ˜2.0 with 2 N HCl. The resulting mixture was extracted with EtOAc (3×50 mL), dried (Na2SO4) and filtered. The solvent was removed under reduced pressure and residue was purified by flash chromatography (CH2Cl2; CH2Cl2/MeOH=10/1) giving 900 mg (86%) of the title compound. Starting materials: C(C)(C)(C)C=1C=C(C(=NC1)C)N (5-tert-butyl-2-methyl-pyridin-3-ylamine), COC(C1=CC(=C(C=C1)C)N1C=NC(=C1)C=1C=NN(C1CC)C1=CC=CC=C1)=O (3-[4-(5-ethyl-1-phenyl-1H-pyrazol-4-yl)-imidazol-1-yl]-4-methyl-benzoic acid methyl ester). The product is C(C)(C)(C)C=1C=C(C(=NC1)C)NC(C1=CC(=C(C=C1)C)N1C=NC(=C1)C=1C=NN(C1CC)C1=CC=CC=C1)=O (N-(5-tert-Butyl-2-methyl-pyridin-3-yl)-3-[4-(5-ethyl-1-phenyl-1H-pyrazol-4-yl)-imidazol-1-yl]-4-methyl-benzamide). RXN SMILES: [C:1]([C:5]1[CH:6]=[C:7]([NH2:12])[C:8]([CH3:11])=[N:9][CH:10]=1)([CH3:4])([CH3:3])[CH3:2].C[O:14][C:15](=O)[C:16]1[CH:21]=[CH:20][C:19]([CH3:22])=[C:18]([N:23]2[CH:27]=[C:26]([C:28]3[CH:29]=[N:30][N:31]([C:35]4[CH:40]=[CH:39][CH:38]=[CH:37][CH:36]=4)[C:32]=3[CH2:33][CH3:34])[N:25]=[CH:24]2)[CH:17]=1>>[C:1]([C:5]1[CH:6]=[C:7]([NH:12][C:15](=[O:14])[C:16]2[CH:21]=[CH:20][C:19]([CH3:22])=[C:18]([N:23]3[CH:27]=[C:26]([C:28]4[CH:29]=[N:30][N:31]([C:35]5[CH:40]=[CH:39][CH:38]=[CH:37][CH:36]=5)[C:32]=4[CH2:33][CH3:34])[N:25]=[CH:24]3)[CH:17]=2)[C:8]([CH3:11])=[N:9][CH:10]=1)([CH3:4])([CH3:3])[CH3:2]. Procedure: Example 152 was prepared from 5-tert-butyl-2-methyl-pyridin-3-ylamine (see U.S. provisional application 60/567,693) and 3-[4-(5-ethyl-1-phenyl-1H-pyrazol-4-yl)-imidazol-1-yl]-4-methyl-benzoic acid methyl ester (Example 151) in the same manner as Example 151. ESI MS m/z 519 [C32H34N6O+H]+. Run at temperature 5 celsius, time 15 minute. Run in ice. Isolated yield 52.6%. Product: ClC1=C(C=CC(=C1)C1=C(C=C(C=C1Cl)C(F)(F)F)Cl)[N+](=O)[O-] (1-chloro-5-(2,6-dichloro-4-trifluoromethylphenyl)-2-nitrobenzene). Reactants: [N+](=O)(O)[O-] (nitric acid), ClC1=CC(=CC=C1)C1=C(C=C(C=C1Cl)C(F)(F)F)Cl (1-chloro-3-(2,6-dichloro-4-trifluoromethylphenyl)benzene). Reported procedure: To 50 ml of fuming nitric acid, 5.0 g (15.4 mmol) of 1-chloro-3-(2,6-dichloro-4-trifluoromethylphenyl)benzene was added dropwise at −30° C. After 15 minutes of stirring at the same temperature, the reaction mixture was warmed to 5° C., poured into about 200 ml of ice-cold water and extracted with 100 ml of diethyl ether twice. The diethyl ether layer was washed with 200 ml of water twice and dried over anhydrous magnesium sulfate, and the diethyl ether was distilled off under reduced pressure. P... As a reaction SMILES: [N+:1]([O-:4])(O)=[O:2].[Cl:5][C:6]1[CH:11]=[CH:10][CH:9]=[C:8]([C:12]2[C:17]([Cl:18])=[CH:16][C:15]([C:19]([F:22])([F:21])[F:20])=[CH:14][C:13]=2[Cl:23])[CH:7]=1>>[Cl:5][C:6]1[CH:7]=[C:8]([C:12]2[C:13]([Cl:23])=[CH:14][C:15]([C:19]([F:22])([F:20])[F:21])=[CH:16][C:17]=2[Cl:18])[CH:9]=[CH:10][C:11]=1[N+:1]([O-:4])=[O:2]. The reactants are NC(=CC(=O)OC)C=1C=NC=CC1 (methyl 3-Amino-3-(3-pyridyl)-2-propenoate), Cl (HCl). Reagents/catalysts: [Pd] (palladium on charcoal). Run in C(C)(=O)O (acetic acid). Conditions: temperature 2.5 celsius, time 1.75 hour. The product is Cl.Cl.NC(CC(=O)OC)C=1C=NC=CC1 (methyl 3-Amino-3-(3-pyridyl)propanoate dihydrochloride). Isolated yield 78.4%. As a reaction SMILES: [NH2:1][C:2]([C:8]1[CH:9]=[N:10][CH:11]=[CH:12][CH:13]=1)=[CH:3][C:4]([O:6][CH3:7])=[O:5].[ClH:14]>[Pd].C(O)(=O)C>[ClH:14].[ClH:14].[NH2:1][CH:2]([C:8]1[CH:9]=[N:10][CH:11]=[CH:12][CH:13]=1)[CH2:3][C:4]([O:6][CH3:7])=[O:5] |f:4.5.6|. Procedure: Dry palladium on charcoal (0.54 g, manufactured by Degussa, 5% Pd/C) was added to a solution of methyl 3-Amino-3-(3-pyridyl)-2-propenoate (5.4 g, 30 mmol) in dry acetic acid (13 g) in a 450 ml Pyrex high-pressure bottle. The reaction mixture was hydrogenated at 3-3.2 bar. After 1.5-2 h, the catalyst was filtered and washed with 20 g of isopropyl alcohol until the wash solvent was no longer yellow. Gaseous HCl (10.6 g, 0.3 mol) was bubbled through the stirred filtrate at 5-15° C. The suspension w... Reactants: C(C1=CC=CC=C1)(=O)O (benzoic acid), C(CCl)Cl (EDC), N1C(CCCC1)CCOC1=CC=C(C=C1)C1=NC2=C(N1)C=CC(=C2)C(=O)N (2-[4-(2-piperidin-2-yl-ethoxy)-phenyl]-1H-benzoimidazole-5-carboxylic acid amide). Reagents/catalysts: CN(C)C=1C=CN=CC1 (DMAP). Solvent: CN(C)C=O (DMF). Conditions: time 18 hour. The product is C(C1=CC=CC=C1)(=O)N1C(CCCC1)CCOC1=CC=C(C=C1)C1=NC2=C(N1)C=CC(=C2)C(=O)N (2-{4-[2-(1-Benzoyl-piperidin-2-yl)-ethoxy]-phenyl}-1H-benzoimidazole-5-carboxylic acid amide). Yield: 46.8%. Reaction SMILES: [C:1](O)(=[O:8])[C:2]1[CH:7]=[CH:6][CH:5]=[CH:4][CH:3]=1.C(Cl)CCl.[NH:14]1[CH2:19][CH2:18][CH2:17][CH2:16][CH:15]1[CH2:20][CH2:21][O:22][C:23]1[CH:28]=[CH:27][C:26]([C:29]2[NH:33][C:32]3[CH:34]=[CH:35][C:36]([C:38]([NH2:40])=[O:39])=[CH:37][C:31]=3[N:30]=2)=[CH:25][CH:24]=1>CN(C=O)C.CN(C1C=CN=CC=1)C>[C:1]([N:14]1[CH2:19][CH2:18][CH2:17][CH2:16][CH:15]1[CH2:20][CH2:21][O:22][C:23]1[CH:24]=[CH:25][C:26]([C:29]2[NH:33][C:32]3[CH:34]=[CH:35][C:36]([C:38]([NH2:40])=[O:39])=[CH:37][C:31]=3[N:30]=2)=[CH:27][CH:28]=1)(=[O:8])[C:2]1[CH:7]=[CH:6][CH:5]=[CH:4][CH:3]=1. Procedure details: A solution of benzoic acid (75 mg, 0.62 mmol) and EDC (59 mg, 0.31 mmol) in DMF (1 mL) was stirred for 2 h and then was treated with 2-[4-(2-piperidin-2-yl-ethoxy)-phenyl]-1H-benzoimidazole-5-carboxylic acid amide (75 mg, 0.21 mmol) and DMAP (65 mg, 0.53 mmol). The mixture was stirred for 18 h, and the crude material was purified by reverse phase HPLC (C18; H2O/CH3CN/0.01% TFA), providing 46 mg (66%) of the title compound. HPLC (Method C): Rt=5.15. MS (ESI+): mass calcd. for C28H28N4O3, 468.22; ... Reactants: NC1=C(C=C(C#N)C=C1C(F)(F)F)C(F)(F)F (4-amino-3,5-bis-trifluoromethyl-benzonitrile), C(=O)O (formic acid). Yields the product NC1=C(C=C(C=O)C=C1C(F)(F)F)C(F)(F)F (4-amino-3,5-bis-trifluoromethyl-benzaldehyde). Reaction SMILES: [NH2:1][C:2]1[C:9]([C:10]([F:13])([F:12])[F:11])=[CH:8][C:5]([C:6]#N)=[CH:4][C:3]=1[C:14]([F:17])([F:16])[F:15].C(O)=[O:19]>>[NH2:1][C:2]1[C:9]([C:10]([F:13])([F:12])[F:11])=[CH:8][C:5]([CH:6]=[O:19])=[CH:4][C:3]=1[C:14]([F:17])([F:16])[F:15]. Procedure: A solution of 5 g (19.67 mmol) 4-amino-3,5-bis-trifluoromethyl-benzonitrile in 30 mL formic acid was shaken in 10 equal portions in pressurised containers for 20 h at 110° C.